This data is from the Open Reaction Database (ORD), a public repository of structured organic reaction records. The task is: describe an organic reaction: reactants, conditions, products, and yield Reactants: C([O-])([O-])=O.[K+].[K+] (potassium carbonate), N1=CC(=CC=C1)B(O)O (pyridin-3-ylboronic acid), BrC1=CC=2N(C=C1)C=CN2 (7-bromoimidazo[1,2-a]pyridine). Reagents/catalysts: C=1C=CC(=CC1)[P](C=2C=CC=CC2)(C=3C=CC=CC3)[Pd]([P](C=4C=CC=CC4)(C=5C=CC=CC5)C=6C=CC=CC6)([P](C=7C=CC=CC7)(C=8C=CC=CC8)C=9C=CC=CC9)[P](C=1C=CC=CC1)(C=1C=CC=CC1)C=1C=CC=CC1 (tetrakis(triphenylphosphine)palladium). The solvent is O (water). Reaction conditions: temperature 60 celsius. Product: N1=CC(=CC=C1)C1=CC=2N(C=C1)C=CN2 (7-(pyridin-3-yl)imidazo[1,2-a]pyridine). The yield is 74.7%. Reaction SMILES: C(=O)([O-])[O-].[K+].[K+].[N:7]1[CH:12]=[CH:11][CH:10]=[C:9](B(O)O)[CH:8]=1.Br[C:17]1[CH:22]=[CH:21][N:20]2[CH:23]=[CH:24][N:25]=[C:19]2[CH:18]=1>C1C=CC([P]([Pd]([P](C2C=CC=CC=2)(C2C=CC=CC=2)C2C=CC=CC=2)([P](C2C=CC=CC=2)(C2C=CC=CC=2)C2C=CC=CC=2)[P](C2C=CC=CC=2)(C2C=CC=CC=2)C2C=CC=CC=2)(C2C=CC=CC=2)C2C=CC=CC=2)=CC=1.O>[N:7]1[CH:12]=[CH:11][CH:10]=[C:9]([C:17]2[CH:22]=[CH:21][N:20]3[CH:23]=[CH:24][N:25]=[C:19]3[CH:18]=2)[CH:8]=1 |f:0.1.2,^1:29,31,50,69|. Procedure details: A suspension of potassium carbonate (0.351 g, 2.54 mmol), pyridin-3-ylboronic acid (68.6 mg, 0.558 mmol), 7-bromoimidazo[1,2-a]pyridine (0.100 g, 0.508 mmol) and tetrakis(triphenylphosphine)palladium (0) (29.3 mg, 0.025 mmol) in 6.5 ml of a 1:1:4.5 mixture of water:dimethylformamide:acetonitrile was degassed thoroughly under a nitrogen atmosphere, and heated at 60° C. for 18 hours. The reaction mixture was poured in water (50 ml) and extracted with dichloromethane and EtOAc. The combined organic... The reactants are Nc1ccc(C=Cc2ccc(F)cc2)cc1, C1CCOC1, [Pd]. Reaction SMILES: [F:1][c:2]1[cH:3][cH:4][c:5]([CH:8]=[CH:9][c:10]2[cH:11][cH:12][c:13]([NH2:16])[cH:14][cH:15]2)[cH:6][cH:7]1.[O:17]1[CH2:18][CH2:19][CH2:20][CH2:21]1.[Pd:22]>>[F:1][c:2]1[cH:3][cH:4][c:5]([CH2:8][CH2:9][c:10]2[cH:11][cH:12][c:13]([NH2:16])[cH:14][cH:15]2)[cH:6][cH:7]1. Product: Nc1ccc(CCc2ccc(F)cc2)cc1. Reactants: COC(=O)C#CC(=O)C=Cc1ccc(OC)cc1, [K+], C1CCOC1, [OH-], O. Product: COc1ccc(C=CC(=O)C#CC(=O)O)cc1. RXN SMILES: [CH3:1][O:2][c:3]1[cH:4][cH:5][c:6]([CH:9]=[CH:10][C:11]([C:12]#[C:13][C:14](=[O:15])[O:16][CH3:17])=[O:18])[cH:7][cH:8]1.[K+:20].[O:21]1[CH2:22][CH2:23][CH2:24][CH2:25]1.[OH-:19].[OH2:26]>>[CH3:1][O:2][c:3]1[cH:4][cH:5][c:6]([CH:9]=[CH:10][C:11]([C:12]#[C:13][C:14](=[O:15])[OH:16])=[O:18])[cH:7][cH:8]1. The reactants are C(C1=CN=CC=C1)(=O)NN (nicotinic acid hydrazide), C(=S)=S (carbon disulfide), [OH-].[K+] (potassium hydroxide). The solvent is O (water), C(C)O (ethanol). The product is SC=1OC(=NN1)C=1C=NC=CC1 (2-Mercapto-5-(pyrid-3-yl)-1,3,4-oxadiazole). As a reaction SMILES: [C:1]([NH:9][NH2:10])(=[O:8])[C:2]1[CH:7]=[CH:6][CH:5]=[N:4][CH:3]=1.[C:11](=S)=[S:12].[OH-].[K+]>O.C(O)C>[SH:12][C:11]1[O:8][C:1]([C:2]2[CH:3]=[N:4][CH:5]=[CH:6][CH:7]=2)=[N:9][N:10]=1 |f:2.3|. Procedure details: 13.7 g (0.1 mol) of nicotinic acid hydrazide and 8 g (0.105 mol) of carbon disulfide are added dropwise to a solution of 56 g (0.1 mol) of potassium hydroxide in 20 g of water and 350 ml of 95% ethanol. The reaction mixture is refluxed for 3 hours, then the solvent is evaporated off under vacuum and the residue is dried under a high vacuum. The dry residue is stirred in 75 ml of water, filtered, and the filtrate is neutralised with 1N hydrochloric acid. The precipitated product is isolated by fi... Starting materials: CC1=CC(=NN1CC(=O)N1CCC(CC1)C(N)=S)C(F)(F)F (1-[2-[5-methyl-3-(trifluoromethyl)-1H-pyrazol-1-yl]acetyl]-4-piperidinecarbothioamide), CC1=CC(=NN1CC(=O)N1CCC(CC1)C(N)=S)C(F)(F)F (1-[2-[5-methyl-3-(trifluoromethyl)-1H-pyrazol-1-yl]acetyl]-4-piperidinecarbothioamide), ClCC(C(=NO)Cl)=O (3-chloro-N-hydroxy-2-oxopropanimidoyl chloride), ClCC(C(=NO)Cl)=O (3-chloro-N-hydroxy-2-oxo-propanimidoyl chloride), C([O-])(O)=O.[Na+] (sodium bicarbonate), C(=C)C1=NC=CC=C1 (2-ethenylpyridine). The reagents and catalysts are [Br-].C(CCC)[N+](CCCC)(CCCC)CCCC (tetrabutylammonium bromide). The solvent is O1CCCC1 (tetrahydrofuran), C(C)#N (acetonitrile). Conditions: temperature 50 celsius, time 8 hour. The product is N1=C(C=CC=C1)C1CC(=NO1)C=1N=C(SC1)C1CCN(CC1)C(CN1N=C(C=C1C)C(F)(F)F)=O (1-[4-[4-(4,5-dihydro-5-(2-pyridinyl)-3-isoxazolyl)-2-thiazolyl]-1-piperidinyl]-2-[5-methyl-3-(trifluoromethyl)-1H-pyrazol-1-yl]ethanone). As a reaction SMILES: [CH3:1][C:2]1[N:6]([CH2:7][C:8]([N:10]2[CH2:15][CH2:14][CH:13]([C:16](=[S:18])[NH2:17])[CH2:12][CH2:11]2)=[O:9])[N:5]=[C:4]([C:19]([F:22])([F:21])[F:20])[CH:3]=1.Cl[CH2:24][C:25](=O)[C:26](Cl)=[N:27][OH:28].C(=O)(O)[O-].[Na+].[CH:36]([C:38]1[CH:43]=[CH:42][CH:41]=[CH:40][N:39]=1)=[CH2:37]>O1CCCC1.[Br-].C([N+](CCCC)(CCCC)CCCC)CCC.C(#N)C>[N:39]1[CH:40]=[CH:41][CH:42]=[CH:43][C:38]=1[CH:36]1[O:28][N:27]=[C:26]([C:25]2[N:17]=[C:16]([CH:13]3[CH2:14][CH2:15][N:10]([C:8](=[O:9])[CH2:7][N:6]4[C:2]([CH3:1])=[CH:3][C:4]([C:19]([F:22])([F:20])[F:21])=[N:5]4)[CH2:11][CH2:12]3)[S:18][CH:24]=2)[CH2:37]1 |f:2.3,6.7|. Procedure: To a solution of 1-[2-[5-methyl-3-(trifluoromethyl)-1H-pyrazol-1-yl]acetyl]-4-piperidinecarbothioamide (i.e. the product of Example 8, Step C) (200 mg, 0.6 mmol) in tetrahydrofuran (8 mL) was added 3-chloro-N-hydroxy-2-oxopropanimidoyl chloride (i.e. the product of Example 7, Step B) (93 mg, 0.6 mmol), followed by tetrabutylammonium bromide (15 mg, 0.05 mmol). The reaction mixture was heated at 50° C. for 4 h. The reaction mixture was cooled and concentrated under reduced pressure. To the result... Reactants: N#Cc1cnc2ccc(Br)cc2c1Cl, CCOC(C)=O, COc1cc(N)c(Cl)cc1Cl, [H-], [Na+], C1CCOC1. Product: COc1cc(Nc2c(C#N)cnc3ccc(Br)cc23)c(Cl)cc1Cl. Reaction SMILES: [Br:14][c:15]1[cH:16][c:17]2[c:18]([Cl:27])[c:19]([C:25]#[N:26])[cH:20][n:21][c:22]2[cH:23][cH:24]1.[CH3:28][CH2:29][O:30][C:31](=[O:32])[CH3:33].[Cl:1][c:2]1[c:3]([NH2:4])[cH:5][c:6]([O:10][CH3:11])[c:7]([Cl:9])[cH:8]1.[H-:12].[Na+:13].[O:34]1[CH2:35][CH2:36][CH2:37][CH2:38]1>>[Cl:1][c:2]1[c:3]([NH:4][c:18]2[c:17]3[cH:16][c:15]([Br:14])[cH:24][cH:23][c:22]3[n:21][cH:20][c:19]2[C:25]#[N:26])[cH:5][c:6]([O:10][CH3:11])[c:7]([Cl:9])[cH:8]1.